describe an organic reaction: reactants, conditions, products, and yield From a dataset of the Open Reaction Database (ORD), a public repository of structured organic reaction records. Reactants: C[Si](C)(C)CCOCn1nc(-c2cccc(NCc3cccc(Cl)c3)n2)c2cnc(NCCN3CCOCC3)nc21, ClCCl, O=C(O)C(F)(F)F, [Na+], O=C([O-])O. Yields the product Clc1cccc(CNc2cccc(-c3n[nH]c4nc(NCCN5CCOCC5)ncc34)n2)c1. RXN SMILES: [Cl:1][c:2]1[cH:3][c:4]([CH2:5][NH:6][c:7]2[cH:8][cH:9][cH:10][c:11](-[c:13]3[n:14][n:15]([CH2:31][O:32][CH2:33][CH2:34][Si:35]([CH3:36])([CH3:37])[CH3:38])[c:16]4[n:17][c:18]([NH:22][CH2:23][CH2:24][N:25]5[CH2:26][CH2:27][O:28][CH2:29][CH2:30]5)[n:19][cH:20][c:21]34)[n:12]2)[cH:39][cH:40][cH:41]1.[Cl:54][CH2:55][Cl:56].[F:42][C:43]([F:44])([F:45])[C:46]([OH:47])=[O:48].[Na+:53].[O-:49][C:50]([OH:51])=[O:52]>>[Cl:1][c:2]1[cH:3][c:4]([CH2:5][NH:6][c:7]2[cH:8][cH:9][cH:10][c:11](-[c:13]3[n:14][nH:15][c:16]4[n:17][c:18]([NH:22][CH2:23][CH2:24][N:25]5[CH2:26][CH2:27][O:28][CH2:29][CH2:30]5)[n:19][cH:20][c:21]34)[n:12]2)[cH:39][cH:40][cH:41]1. The reactants are Nc1ccc(Br)c(F)c1, CCO, Cc1ccccc1, [Na+], [Na+], O=C([O-])[O-], OB(O)c1cccc2cnccc12, c1ccc(P(c2ccccc2)(c2ccccc2)[Pd](P(c2ccccc2)(c2ccccc2)c2ccccc2)(P(c2ccccc2)(c2ccccc2)c2ccccc2)P(c2ccccc2)(c2ccccc2)c2ccccc2)cc1. Product: Nc1ccc(-c2cccc3cnccc23)c(F)c1. As a reaction SMILES: [Br:1][c:2]1[c:3]([F:9])[cH:4][c:5]([NH2:8])[cH:6][cH:7]1.[CH3:23][CH2:24][OH:25].[CH3:32][c:33]1[cH:34][cH:35][cH:36][cH:37][cH:38]1.[Na+:26].[Na+:27].[O-:28][C:29](=[O:30])[O-:31].[cH:10]1[n:11][cH:12][cH:13][c:14]2[c:15]([B:20]([OH:21])[OH:22])[cH:16][cH:17][cH:18][c:19]12.[cH:39]1[cH:40][cH:41][c:42]([P:43]([Pd:44]([P:45]([c:46]2[cH:47][cH:48][cH:49][cH:50][cH:51]2)([c:52]2[cH:53][cH:54][cH:55][cH:56][cH:57]2)[c:58]2[cH:59][cH:60][cH:61][cH:62][cH:63]2)([P:64]([c:65]2[cH:66][cH:67][cH:68][cH:69][cH:70]2)([c:71]2[cH:72][cH:73][cH:74][cH:75][cH:76]2)[c:77]2[cH:78][cH:79][cH:80][cH:81][cH:82]2)[P:83]([c:84]2[cH:85][cH:86][cH:87][cH:88][cH:89]2)([c:90]2[cH:91][cH:92][cH:93][cH:94][cH:95]2)[c:96]2[cH:97][cH:98][cH:99][cH:100][cH:101]2)([c:102]2[cH:103][cH:104][cH:105][cH:106][cH:107]2)[c:108]2[cH:109][cH:110][cH:111][cH:112][cH:113]2)[cH:114][cH:115]1>>[c:2]1(-[c:15]2[c:14]3[cH:13][cH:12][n:11][cH:10][c:19]3[cH:18][cH:17][cH:16]2)[c:3]([F:9])[cH:4][c:5]([NH2:8])[cH:6][cH:7]1. Starting materials: C[C@H]1C=2C=CC=C(C2C(=O)C3=C([C@]4([C@@H]([C@H]([C@H]13)O)[C@@H](C(=C(C4=O)C(=O)N)O)N(C)C)O)O)O.Cl (Doxycycline HCl), C(CCCCC(=O)NN)(=O)NN (adipic dihydrazide), dextran. Yields the product C[C@H]1C=2C=CC=C(C2C(=O)C3=C([C@]4([C@@H]([C@H]([C@H]13)O)[C@@H](C(=C(C4=O)C(=O)N)O)N(C)C)O)O)O (Doxycycline). Reaction SMILES: [CH3:1][C@@H:2]1[C@@H:16]2[C:11](=[C:12]([OH:31])[C@:13]3([OH:30])[C:21](=[O:22])[C:20]([C:23]([NH2:25])=[O:24])=[C:19]([OH:26])[C@@H:18]([N:27]([CH3:29])[CH3:28])[C@@H:14]3[C@H:15]2[OH:17])[C:9](=[O:10])[C:8]2[C:7]([OH:32])=[CH:6][CH:5]=[CH:4][C:3]1=2.Cl.C(NN)(=O)CCCCC(NN)=O>>[CH3:1][C@@H:2]1[C@@H:16]2[C:11](=[C:12]([OH:31])[C@:13]3([OH:30])[C:21](=[O:22])[C:20]([C:23]([NH2:25])=[O:24])=[C:19]([OH:26])[C@@H:18]([N:27]([CH3:28])[CH3:29])[C@@H:14]3[C@H:15]2[OH:17])[C:9](=[O:10])[C:8]2[C:7]([OH:32])=[CH:6][CH:5]=[CH:4][C:3]1=2 |f:0.1|. Reported procedure: Doxycycline-HCl (100 mg) was finely ground with 90 mg DSS (Mw, 500,000) and 8 mg adipic dihydrazide. The mixture was loaded into a 3-ml syringe fitted with a to Luer plug. Oxidized dextran solution (1 ml, Mw of 500,000; 66 mg/ml) was loaded into a second syringe. An injectable formulation was formed after connecting the syringes and performing 30 reciprocations of the syringe plungers. The product is CCCCCCCCCCCCCCOc1ccc(C(=O)O)cc1. As a reaction SMILES: [CH2:1]([CH2:2][CH2:3][CH2:4][CH2:5][CH2:6][CH2:7][CH2:8][CH2:9][CH2:10][CH2:11][CH2:12][CH2:13][CH3:14])[O:15][c:16]1[cH:17][cH:18][c:19]([C:20](=[O:21])[O:22][CH3:23])[cH:24][cH:25]1.[CH2:30]([OH:31])[CH3:32].[CH3:28][OH:29].[K+:27].[OH-:26].[OH2:33]>>[CH2:1]([CH2:2][CH2:3][CH2:4][CH2:5][CH2:6][CH2:7][CH2:8][CH2:9][CH2:10][CH2:11][CH2:12][CH2:13][CH3:14])[O:15][c:16]1[cH:17][cH:18][c:19]([C:20](=[O:21])[OH:22])[cH:24][cH:25]1. Starting materials: CCCCCCCCCCCCCCOc1ccc(C(=O)OC)cc1, CCO, CO, [K+], [OH-], O. Reactants: NC=1C=NC=CC1N (3,4-diaminopyridine), C(C1=CC=CC=C1)N1CCC(CC1)=O (1-benzyl-4-piperidone), C(C)(=O)O (acetic acid). Solvent: ClC(C)Cl (dichloroethane). Run at time 6 day. Yields the product NC1=C(C=NC=C1)NC1CCN(CC1)CC1=CC=CC=C1 (4-Amino-3-[(1-benzylpiperidin-4-yl)amino)pyridine). Isolated yield 98.2%. RXN SMILES: [NH2:1][C:2]1[CH:3]=[N:4][CH:5]=[CH:6][C:7]=1[NH2:8].[CH2:9]([N:16]1[CH2:21][CH2:20][C:19](=O)[CH2:18][CH2:17]1)[C:10]1[CH:15]=[CH:14][CH:13]=[CH:12][CH:11]=1.C(O)(=O)C>ClC(Cl)C>[NH2:8][C:7]1[CH:6]=[CH:5][N:4]=[CH:3][C:2]=1[NH:1][CH:19]1[CH2:18][CH2:17][N:16]([CH2:9][C:10]2[CH:15]=[CH:14][CH:13]=[CH:12][CH:11]=2)[CH2:21][CH2:20]1. Reported procedure: A mixture of 3,4-diaminopyridine (1.1 g, 10.1 mmol), 1-benzyl-4-piperidone (3.2 g, 16.9 mmol) sodium triacetoxyborohydride (4.0 g, 18.9 mmol), and acetic acid (10.7 mL) in dichloroethane (10 mL) was stirred for about 6 days at room temperature. The reaction was concentrated to near dryness, and partitioned between chloroform (5×50 mL) and 1N sodium hydroxide (50 mL). The organic phase was dried over magnesium sulfate and concentrated to give the title compound (2.8 g). MS 283 (M+1). Starting materials: O=C([O-])[O-], CC#N, ClCCN1CCOCC1, Cl, [K+], [K+], O=C1CCc2cc(O)ccc21. The product is O=C1CCc2cc(OCCN3CCOCC3)ccc21. Reaction SMILES: [C:22](=[O:23])([O-:24])[O-:25].[CH3:28][C:29]#[N:30].[Cl:13][CH2:14][CH2:15][N:16]1[CH2:17][CH2:18][O:19][CH2:20][CH2:21]1.[ClH:12].[K+:26].[K+:27].[OH:1][c:2]1[cH:3][c:4]2[c:8]([cH:9][cH:10]1)[C:7](=[O:11])[CH2:6][CH2:5]2>>[O:1]([c:2]1[cH:3][c:4]2[c:8]([cH:9][cH:10]1)[C:7](=[O:11])[CH2:6][CH2:5]2)[CH2:14][CH2:15][N:16]1[CH2:17][CH2:18][O:19][CH2:20][CH2:21]1. The reactants are COC(C)(C)C, CCCCC(F)(F)C(=O)CP(=O)(OC)OC, [Li+], O=CC1C(OC(=O)c2ccccc2)CC2OC(=O)CC21, [OH-], O, O. The product is CCCCC(F)(F)C(=O)C=CC1C(OC(=O)c2ccccc2)CC2OC(=O)CC21. As a reaction SMILES: [CH3:41][O:42][C:43]([CH3:44])([CH3:45])[CH3:46].[F:1][C:2]([C:3]([CH2:4][P:5](=[O:6])([O:7][CH3:8])[O:9][CH3:10])=[O:11])([CH2:12][CH2:13][CH2:14][CH3:15])[F:16].[Li+:19].[O:21]=[C:22]1[CH2:23][CH:24]2[CH:25]([O:26]1)[CH2:27][CH:28]([O:32][C:33](=[O:34])[c:35]1[cH:36][cH:37][cH:38][cH:39][cH:40]1)[CH:29]2[CH:30]=[O:31].[OH-:18].[OH2:17].[OH2:20]>>[F:1][C:2]([C:3]([CH:4]=[CH:30][CH:29]1[CH:24]2[CH2:23][C:22](=[O:21])[O:26][CH:25]2[CH2:27][CH:28]1[O:32][C:33](=[O:34])[c:35]1[cH:36][cH:37][cH:38][cH:39][cH:40]1)=[O:11])([CH2:12][CH2:13][CH2:14][CH3:15])[F:16]. Starting materials: COc1ccc(P2(=S)SP(=S)(c3ccc(OC)cc3)S2)cc1, Cc1ccccc1, N#Cc1ccc2c(c1)CCCC2(O)c1cn(C(c2ccccc2)(c2ccccc2)c2ccccc2)cn1. The product is N#Cc1ccc2c(c1)CCCC2(S)c1cn(C(c2ccccc2)(c2ccccc2)c2ccccc2)cn1. As a reaction SMILES: [CH3:38][O:39][c:40]1[cH:41][cH:42][c:43]([P:44]2(=[S:45])[S:46][P:48](=[S:49])([c:50]3[cH:51][cH:52][c:53]([O:54][CH3:55])[cH:56][cH:57]3)[S:47]2)[cH:58][cH:59]1.[CH3:60][c:61]1[cH:62][cH:63][cH:64][cH:65][cH:66]1.[OH:1][C:2]1([c:14]2[n:15][cH:16][n:17]([C:19]([c:20]3[cH:21][cH:22][cH:23][cH:24][cH:25]3)([c:26]3[cH:27][cH:28][cH:29][cH:30][cH:31]3)[c:32]3[cH:33][cH:34][cH:35][cH:36][cH:37]3)[cH:18]2)[c:3]2[cH:4][cH:5][c:6]([C:12]#[N:13])[cH:7][c:8]2[CH2:9][CH2:10][CH2:11]1>>[C:2]1([c:14]2[n:15][cH:16][n:17]([C:19]([c:20]3[cH:21][cH:22][cH:23][cH:24][cH:25]3)([c:26]3[cH:27][cH:28][cH:29][cH:30][cH:31]3)[c:32]3[cH:33][cH:34][cH:35][cH:36][cH:37]3)[cH:18]2)([SH:47])[c:3]2[cH:4][cH:5][c:6]([C:12]#[N:13])[cH:7][c:8]2[CH2:9][CH2:10][CH2:11]1. The reactants are CCCCCC, CCOC(C)=O, ClCCl, COc1ccc(C2(C)C(=O)Nc3c(Br)cc(Br)cc3C2=O)cc1N. Product: CC1(c2ccc(O)c(N)c2)C(=O)Nc2c(Br)cc(Br)cc2C1=O. As a reaction SMILES: [CH3:25][CH2:26][CH2:27][CH2:28][CH2:29][CH3:30].[CH3:31][CH2:32][O:33][C:34]([CH3:35])=[O:36].[Cl:37][CH2:38][Cl:39].[NH2:1][c:2]1[cH:3][c:4]([C:10]2([CH3:24])[C:11](=[O:23])[NH:12][c:13]3[c:14]([Br:22])[cH:15][c:16]([Br:21])[cH:17][c:18]3[C:19]2=[O:20])[cH:5][cH:6][c:7]1[O:8][CH3:9]>>[NH2:1][c:2]1[cH:3][c:4]([C:10]2([CH3:24])[C:11](=[O:23])[NH:12][c:13]3[c:14]([Br:22])[cH:15][c:16]([Br:21])[cH:17][c:18]3[C:19]2=[O:20])[cH:5][cH:6][c:7]1[OH:8].